describe an organic reaction: reactants, conditions, products, and yield From a dataset of the Open Reaction Database (ORD), a public repository of structured organic reaction records. Reactants: ON=C(C)C1=CC=C(C=C1)NC(=O)NCC(=O)OC(C)(C)C (N-[4-(1-hydroxyiminoethyl)phenyl]-N'-tertbutoxycarbonylmethylurea), C[O-].[Na+] (sodium methoxide), C(C=C)Br (allyl bromide). Solvent: O (water). The product is C(C=C)ON=C(C)C1=CC=C(C=C1)NC(=O)NCC(=O)OC(C)(C)C (N-[4-(1-allyloxyiminoethyl)phenyl]-N'-tert-butoxycarbonylmethylurea). RXN SMILES: [OH:1][N:2]=[C:3]([C:5]1[CH:10]=[CH:9][C:8]([NH:11][C:12]([NH:14][CH2:15][C:16]([O:18][C:19]([CH3:22])([CH3:21])[CH3:20])=[O:17])=[O:13])=[CH:7][CH:6]=1)[CH3:4].C[O-].[Na+].[CH2:26](Br)[CH:27]=[CH2:28]>O>[CH2:28]([O:1][N:2]=[C:3]([C:5]1[CH:6]=[CH:7][C:8]([NH:11][C:12]([NH:14][CH2:15][C:16]([O:18][C:19]([CH3:22])([CH3:21])[CH3:20])=[O:17])=[O:13])=[CH:9][CH:10]=1)[CH3:4])[CH:27]=[CH2:26] |f:1.2|. Procedure details: A solution of the N-[4-(1-hydroxyiminoethyl)phenyl]-N'-tertbutoxycarbonylmethylurea in 25% methanolic sodium methoxide (1.0 equivalent) is treated at room temperature with 1.1 equivalent of allyl bromide. The reaction mixture is stirred until the temperature falls to about 20° C. The reaction mixture is then poured into cold water and extracted with diethyl ether. The ether solution is dried over MgSO4 and filtered, and the solvent is removed by rotary evaporator to yield the product N-[4-(1-all...